Dataset: the Open Reaction Database (ORD), a public repository of structured organic reaction records. Task: describe an organic reaction: reactants, conditions, products, and yield The solvent is C1(=CC=CC=C1)C (toluene). As a reaction SMILES: [C:1]([O:5][C:6]([N:8]1[CH2:12][CH2:11][CH:10]([CH:13]([OH:18])[CH2:14][CH:15]([CH3:17])[CH3:16])[C:9]1=O)=[O:7])([CH3:4])([CH3:3])[CH3:2].[Cl:20][C:21]1[CH:26]=[CH:25][C:24](O)=[CH:23][N:22]=1.C(P(CCCC)CCCC)CCC.C1CCN(C(/N=N/C(N2CCCCC2)=O)=O)CC1.C([O-])(O)=O.[Na+]>C1(C)C=CC=CC=1>[C:1]([O:5][C:6]([N:8]1[CH2:12][CH2:11][CH:10]([CH:13]([O:18][C:24]2[CH:23]=[N:22][C:21]([Cl:20])=[CH:26][CH:25]=2)[CH2:14][CH:15]([CH3:17])[CH3:16])[CH2:9]1)=[O:7])([CH3:4])([CH3:3])[CH3:2] |f:4.5|. Yields the product C(C)(C)(C)OC(=O)N1CC(CC1)C(CC(C)C)OC=1C=NC(=CC1)Cl (3-[1-(6-chloro-3-pyridyloxy)-3-methyl-butyl]-pyrrolidine-1-carboxylic acid tert-butyl ester). Procedure details: Bubble nitrogen through a solution of 3-(1-hydroxy-3-methyl-butyl)-pyrrolidine-1-carboxylic acid tert-butyl ester (D1) (600 mg, 2.33 mmol) and 2-chloro-5-hydroxy-pyridine (0.451 g, 3.50 mmol) in toluene (10 mL) at room temperature for 10 minutes. Add tri-n-butylphosphine (0.872 mL, 3.50 mmol) followed by azodicarboxylic acid dipiperidide (0.882 g, 3.50 mmol). Heat the reaction mixture to 70° C., and stir over night. Add additional 3-(1-hydroxy-3-methyl-butyl)-pyrrolidine-1-carboxylic acid tert-b... Isolated yield 20.9%. Starting materials: C(=O)(O)[O-].[Na+] (NaHCO3), C(C)(C)(C)OC(=O)N1C(C(CC1)C(CC(C)C)O)=O (3-(1-hydroxy-3-methyl-butyl)-2-oxo-pyrrolidine-1-carboxylic acid tert-butyl ester), C(CCC)P(CCCC)CCCC (tri-n-butylphosphine), C1CCN(CC1)C(=O)/N=N/C(=O)N2CCCCC2 (azodicarboxylic acid dipiperidide), C(C)(C)(C)OC(=O)N1C(C(CC1)C(CC(C)C)O)=O (3-(1-hydroxy-3-methyl-butyl)-2-oxo-pyrrolidine-1-carboxylic acid tert-butyl ester), ClC1=NC=C(C=C1)O (2-chloro-5-hydroxy-pyridine), C1CCN(CC1)C(=O)/N=N/C(=O)N2CCCCC2 (azodicarboxylic acid dipiperidide), C(CCC)P(CCCC)CCCC (tri-n-butylphosphine). Conditions: temperature 70 celsius. The reactants are CC(C(=O)OC)(CO)C (methyl 2,2-dimethyl-3-hydroxypropionate), C1(=CC=C(C=C1)S(=O)(=O)Cl)C (4-toluenesulfonyl chloride), N1=CC=CC=C1 (pyridine). The reagents and catalysts are CN(C1=CC=NC=C1)C (4-dimethylaminopyridine). The solvent is C1(=CC=CC=C1)C (toluene). Run at time 20 hour. Product: CC(C(=O)OC)(COS(=O)(=O)C1=C(C=CC=C1)C)C (Methyl 2,2-dimethyl-3-(tolylsulfonyloxy)propionate). Isolated yield 100.0%. As a reaction SMILES: [CH3:1][C:2]([CH3:9])([CH2:7][OH:8])[C:3]([O:5][CH3:6])=[O:4].[C:10]1(C)[CH:15]=[CH:14][C:13]([S:16](Cl)(=[O:18])=[O:17])=[CH:12][CH:11]=1.N1C=CC=C[CH:22]=1>CN(C)C1C=CN=CC=1.C1(C)C=CC=CC=1>[CH3:1][C:2]([CH3:9])([CH2:7][O:8][S:16]([C:13]1[CH:12]=[CH:11][CH:10]=[CH:15][C:14]=1[CH3:22])(=[O:17])=[O:18])[C:3]([O:5][CH3:6])=[O:4]. Reported procedure: A mixture of methyl 2,2-dimethyl-3-hydroxypropionate (100 g, 0.76 mol), 4-toluenesulfonyl chloride (151 g, 0.80 mol), 4-dimethylaminopyridine (4.6 g, 0.038 mol), and pyridine (200 mL) was stirred for 20 hrs and then was diluted with 200 mL toluene, stirred for 30 min, and filtered. The filtrate was concentrated to 250 mL under reduced pressure, diluted with 100 mL toluene, filtered, and concentrated. The residue was suspended in 200 mL hexanes, and the solvent was removed under reduced pressure ... The solvent is C(Cl)Cl (methylene chloride). Yields the product ClC=1C=C(C=CC1Cl)S(=O)(=O)NC1=CC=C(C=C1)N1CCC(CC1)=O (3,4-Dichloro-N-[4-(4-oxo-piperidine-1-yl)-phenyl]-benzenesulfonamide). The reactants are ClC=1C=C(C=CC1Cl)S(=O)(=O)Cl (3,4-dichlorobenzene sulfonyl chloride), hydrochloride salt, Cl.NC1=CC=C(C=C1)N1CCC(CC1)=O (1-(4-Amino-phenyl)-piperidine-4-one hydrochloride), C(C)(C)N(CC)C(C)C (diisopropylethyl amine). Run at time 10 minute. Reaction SMILES: Cl.[NH2:2][C:3]1[CH:8]=[CH:7][C:6]([N:9]2[CH2:14][CH2:13][C:12](=[O:15])[CH2:11][CH2:10]2)=[CH:5][CH:4]=1.C(N(C(C)C)CC)(C)C.[Cl:25][C:26]1[CH:27]=[C:28]([S:33](Cl)(=[O:35])=[O:34])[CH:29]=[CH:30][C:31]=1[Cl:32]>C(Cl)Cl>[Cl:25][C:26]1[CH:27]=[C:28]([S:33]([NH:2][C:3]2[CH:8]=[CH:7][C:6]([N:9]3[CH2:10][CH2:11][C:12](=[O:15])[CH2:13][CH2:14]3)=[CH:5][CH:4]=2)(=[O:34])=[O:35])[CH:29]=[CH:30][C:31]=1[Cl:32] |f:0.1|. Procedure details: To a stirred solution of 0.5 g (1.9 mmol) of the hydrochloride salt of 1-(4-amino-phenyl)-piperidine-4-one (which was obtained in Example 224) in 10 mL of anhydrous methylene chloride was added 0.99 mL (5.7 mmol) of diisopropylethyl amine. After 10 minutes of stirring, 0.51 g (2.1 mmol) of 3,4-dichlorobenzene sulfonyl chloride was added and the mixture was allowed to stir overnight. The reaction mixture was quenched with water and the solvent was removed in vacuo. The residue was dissolved in et... The reactants are O=Cc1cc(-c2ccc3c(c2)OCO3)n(S(=O)(=O)c2cccc(Cl)c2)c1, CN1CCN(CCCN)CC1. Reaction SMILES: [Cl:1][c:2]1[cH:3][c:4]([S:8](=[O:9])(=[O:10])[n:11]2[c:12](-[c:18]3[cH:19][c:20]4[c:21]([cH:22][cH:23]3)[O:24][CH2:25][O:26]4)[cH:13][c:14]([CH:16]=[O:17])[cH:15]2)[cH:5][cH:6][cH:7]1.[NH2:27][CH2:28][CH2:29][CH2:30][N:31]1[CH2:32][CH2:33][N:34]([CH3:37])[CH2:35][CH2:36]1>>[Cl:1][c:2]1[cH:3][c:4]([S:8](=[O:9])(=[O:10])[n:11]2[c:12](-[c:18]3[cH:19][c:20]4[c:21]([cH:22][cH:23]3)[O:24][CH2:25][O:26]4)[cH:13][c:14]([CH2:16][NH:27][CH2:28][CH2:29][CH2:30][N:31]3[CH2:32][CH2:33][N:34]([CH3:37])[CH2:35][CH2:36]3)[cH:15]2)[cH:5][cH:6][cH:7]1. Product: CN1CCN(CCCNCc2cc(-c3ccc4c(c3)OCO4)n(S(=O)(=O)c3cccc(Cl)c3)c2)CC1.